This data is from the Open Reaction Database (ORD), a public repository of structured organic reaction records. The task is: describe an organic reaction: reactants, conditions, products, and yield Starting materials: C1CCOC1, CCCC[N+](CCCC)(CCCC)CCCC, Cc1c(C=O)oc2c(Br)cccc12, Cl, [F-], C[Si](C)(C)C(F)(F)F, O. Yields the product Cc1c(C(O)C(F)(F)F)oc2c(Br)cccc12. As a reaction SMILES: [CH2:41]1[O:42][CH2:43][CH2:44][CH2:45]1.[CH3:2][CH2:3][CH2:4][CH2:5][N+:6]([CH2:7][CH2:8][CH2:9][CH3:10])([CH2:11][CH2:12][CH2:13][CH3:14])[CH2:15][CH2:16][CH2:17][CH3:18].[CH:27](=[O:28])[c:29]1[o:30][c:31]2[c:32]([c:33]1[CH3:34])[cH:35][cH:36][cH:37][c:38]2[Br:39].[ClH:40].[F-:1].[F:19][C:20]([F:21])([F:22])[Si:23]([CH3:24])([CH3:25])[CH3:26].[OH2:46]>>[F:19][C:20]([F:21])([F:22])[CH:27]([OH:28])[c:29]1[o:30][c:31]2[c:32]([c:33]1[CH3:34])[cH:35][cH:36][cH:37][c:38]2[Br:39]. Starting materials: FC1=C(COCC=CCBr)C=C(C=C1)Br (4-(2-fluoro-5-bromobenzyloxy)but-2-enyl bromide), CN (methylamine). Run in O1CCCC1 (tetrahydrofuran). Reaction conditions: time 5 hour. Product: CNC\C=C/COCC1=C(C=CC(=C1)Br)F (cis N-methyl-4-(2-fluoro-5-bromobenzyloxy)but-2-enylamine). RXN SMILES: [F:1][C:2]1[CH:14]=[CH:13][C:12]([Br:15])=[CH:11][C:3]=1[CH2:4][O:5][CH2:6][CH:7]=[CH:8][CH2:9]Br.[CH3:16][NH2:17]>O1CCCC1>[CH3:16][NH:17][CH2:9]/[CH:8]=[CH:7]\[CH2:6][O:5][CH2:4][C:3]1[CH:11]=[C:12]([Br:15])[CH:13]=[CH:14][C:2]=1[F:1]. Reported procedure: In a 250 ml flask 4-(2-fluoro-5-bromobenzyloxy)but-2-enyl bromide (1.968 g, 5.89 mmol) was dissolved in dry tetrahydrofuran (40 5 ml). To this solution methylamine (29.5 ml, 58.9 mmol) was added in one portion and the resulting mixture was stirred at ambient temperature for five hours. The progress of the reaciton was monitored by thin layer chromatography. The solvents were removed in vacuo and the residue was taken up in 1 M potassium carbonate and extracted thrice with methylene chloride. The... Starting materials: Cc1ccc(S(=O)(=O)n2ncc3c(NC(=O)c4csc(CN5CC(C)OC(C)C5)n4)cc(Br)cc32)cc1, C1COCCO1, COc1ncc(B2OC(C)(C)C(C)(C)O2)cc1NS(=O)(=O)c1ccc(F)cc1F, [Na+], [Na+], O=C([O-])[O-], O. Product: COc1ncc(-c2cc(NC(=O)c3csc(CN4CC(C)OC(C)C4)n3)c3cnn(S(=O)(=O)c4ccc(C)cc4)c3c2)cc1NS(=O)(=O)c1ccc(F)cc1F. RXN SMILES: [Br:30][c:31]1[cH:32][c:33]([NH:50][C:51](=[O:52])[c:53]2[n:54][c:55]([CH2:58][N:59]3[CH2:60][CH:61]([CH3:66])[O:62][CH:63]([CH3:65])[CH2:64]3)[s:56][cH:57]2)[c:34]2[cH:35][n:36][n:37]([S:40](=[O:41])(=[O:42])[c:43]3[cH:44][cH:45][c:46]([CH3:49])[cH:47][cH:48]3)[c:38]2[cH:39]1.[CH2:73]1[O:74][CH2:75][CH2:76][O:77][CH2:78]1.[F:1][c:2]1[c:3]([S:9](=[O:10])(=[O:11])[NH:12][c:13]2[c:14]([O:28][CH3:29])[n:15][cH:16][c:17]([B:19]3[O:20][C:21]([CH3:22])([CH3:23])[C:24]([CH3:25])([CH3:26])[O:27]3)[cH:18]2)[cH:4][cH:5][c:6]([F:8])[cH:7]1.[Na+:67].[Na+:68].[O-:69][C:70](=[O:71])[O-:72].[OH2:79]>>[F:1][c:2]1[c:3]([S:9](=[O:10])(=[O:11])[NH:12][c:13]2[c:14]([O:28][CH3:29])[n:15][cH:16][c:17](-[c:31]3[cH:32][c:33]([NH:50][C:51](=[O:52])[c:53]4[n:54][c:55]([CH2:58][N:59]5[CH2:60][CH:61]([CH3:66])[O:62][CH:63]([CH3:65])[CH2:64]5)[s:56][cH:57]4)[c:34]4[cH:35][n:36][n:37]([S:40](=[O:41])(=[O:42])[c:43]5[cH:44][cH:45][c:46]([CH3:49])[cH:47][cH:48]5)[c:38]4[cH:39]3)[cH:18]2)[cH:4][cH:5][c:6]([F:8])[cH:7]1. Starting materials: N1=CC=C(C=C1)CO (4-pyridinemethanol), CCOC(=O)/N=N/C(=O)OCC (diethylazodicarboxylate), C(C1=CC=CC=C1)(C1=CC=CC=C1)(C1=CC=CC=C1)NC=1SC=C(N1)/C(/C(=O)N[C@H]1[C@@H]2N(C(=C(CS2)O)C(=O)OCC2=CC=C(C=C2)OC)C1=O)=N/OC (p-methoxybenzyl 7β-[2-(2-tritylaminothiazol-4-yl)-(Z)-2-methoxyiminoacetamido]-3-hydroxy-3-cephem-4-carboxylate), C1(=CC=CC=C1)P(C1=CC=CC=C1)C1=CC=CC=C1 (triphenylphosphine). The solvent is O1CCCC1 (tetrahydrofuran), O1CCCC1 (tetrahydrofuran), O1CCCC1 (tetrahydrofuran). Reaction conditions: time 2 hour. Yields the product C(C1=CC=CC=C1)(C1=CC=CC=C1)(C1=CC=CC=C1)NC=1SC=C(N1)/C(/C(=O)N[C@H]1[C@@H]2N(C(=C(CS2)OCC2=CC=NC=C2)C(=O)OCC2=CC=C(C=C2)OC)C1=O)=N/OC (p-methoxybenzyl 7β-[2-(2-tritylaminothiazol-4-yl)-(Z)-2-methoxyiminoacetamido]-3-(4-pyridylmethoxy)-3-cephem-4-carboxylate). Isolated yield 56.9%. Reaction SMILES: [C:1]([NH:20][C:21]1[S:22][CH:23]=[C:24](/[C:26](=[N:52]/[O:53][CH3:54])/[C:27]([NH:29][C@@H:30]2[C:50](=[O:51])[N:32]3[C:33]([C:38]([O:40][CH2:41][C:42]4[CH:47]=[CH:46][C:45]([O:48][CH3:49])=[CH:44][CH:43]=4)=[O:39])=[C:34]([OH:37])[CH2:35][S:36][C@H:31]23)=[O:28])[N:25]=1)([C:14]1[CH:19]=[CH:18][CH:17]=[CH:16][CH:15]=1)([C:8]1[CH:13]=[CH:12][CH:11]=[CH:10][CH:9]=1)[C:2]1[CH:7]=[CH:6][CH:5]=[CH:4][CH:3]=1.C1(P(C2C=CC=CC=2)C2C=CC=CC=2)C=CC=CC=1.[N:74]1[CH:79]=[CH:78][C:77]([CH2:80]O)=[CH:76][CH:75]=1.CCOC(/N=N/C(OCC)=O)=O>O1CCCC1>[C:1]([NH:20][C:21]1[S:22][CH:23]=[C:24](/[C:26](=[N:52]/[O:53][CH3:54])/[C:27]([NH:29][C@@H:30]2[C:50](=[O:51])[N:32]3[C:33]([C:38]([O:40][CH2:41][C:42]4[CH:43]=[CH:44][C:45]([O:48][CH3:49])=[CH:46][CH:47]=4)=[O:39])=[C:34]([O:37][CH2:80][C:77]4[CH:78]=[CH:79][N:74]=[CH:75][CH:76]=4)[CH2:35][S:36][C@H:31]23)=[O:28])[N:25]=1)([C:2]1[CH:7]=[CH:6][CH:5]=[CH:4][CH:3]=1)([C:8]1[CH:13]=[CH:12][CH:11]=[CH:10][CH:9]=1)[C:14]1[CH:19]=[CH:18][CH:17]=[CH:16][CH:15]=1. Procedure: 2.29 g (3.01 mmol) of p-methoxybenzyl 7β-[2-(2-tritylaminothiazol-4-yl)-(Z)-2-methoxyiminoacetamido]-3-hydroxy-3-cephem-4-carboxylate and 982 mg (3.75 mmol) of triphenylphosphine were dissolved in 48 ml of tetrahydrofuran, and a solution of 408 mg (3.74 mmol) of 4-pyridinemethanol in 24 ml of tetrahydrofuran was added thereto at room temperature under nitrogen atmosphere. Then, a solution of 0.58 ml (3.67 mmol) of diethylazodicarboxylate in 24 ml of tetrahydrofuran was dropwise added thereto at ... The reactants are C(C)OC(CC1=C2N(C3=CC=C(C=C13)F)C(=NCC2)C2=CC=C(C=C2)SC)=O (7-fluoro-1-(p-methylthio-phenyl)-3,4-dihydro-pyrimido[1,6-a]indole-5-acetic acid ethyl ester). Reagents/catalysts: [Pd] (palladium-on-carbon), [Pd] (palladium-on-carbon). Run in C1(=CC=CC=C1)OC1=CC=CC=C1 (diphenyl ether). Reaction conditions: time 2 hour. The product is C(C)OC(CC1=C2N(C3=CC=C(C=C13)F)C(=NC=C2)C2=CC=C(C=C2)SC)=O (7-fluoro-1-(p-methylthio-phenyl)pyrimido[1,6-a]indole-5-acetic acid ethyl ester). RXN SMILES: [CH2:1]([O:3][C:4](=[O:28])[CH2:5][C:6]1[C:14]2[C:9](=[CH:10][CH:11]=[C:12]([F:15])[CH:13]=2)[N:8]2[C:16]([C:20]3[CH:25]=[CH:24][C:23]([S:26][CH3:27])=[CH:22][CH:21]=3)=[N:17][CH2:18][CH2:19][C:7]=12)[CH3:2]>C1(OC2C=CC=CC=2)C=CC=CC=1.[Pd]>[CH2:1]([O:3][C:4](=[O:28])[CH2:5][C:6]1[C:14]2[C:9](=[CH:10][CH:11]=[C:12]([F:15])[CH:13]=2)[N:8]2[C:16]([C:20]3[CH:21]=[CH:22][C:23]([S:26][CH3:27])=[CH:24][CH:25]=3)=[N:17][CH:18]=[CH:19][C:7]=12)[CH3:2]. Reported procedure: 2 g of 7-fluoro-1-(p-methylthio-phenyl)-3,4-dihydro-pyrimido[1,6-a]indole-5-acetic acid ethyl ester are heated under reflux, while stirring, in 20 ml of diphenyl ether with 0.5 g of palladium-on-carbon (10%). After 2 hours, a further 0.5 g of palladium-on-carbon is added and the mixture is heated for a further 3 hours. After filtering off the catalyst, the reaction mixture is concentrated in vacuo, the residue is taken up in a little ethyl acetate and chromatographed over silica gel. Using hexan... The reactants are CC(C)(C)OC(=O)NN, O=C(OCc1ccccc1)N1CCNCC1, CCN(C(C)C)C(C)C, O=C(Cl)Cl, ClCCl. Product: CC(C)(C)OC(=O)N(N)C(=O)N1CCN(C(=O)OCc2ccccc2)CC1. RXN SMILES: [C:30]([CH3:31])([CH3:32])([CH3:33])[O:34][C:35](=[O:36])[NH:37][NH2:38].[CH2:5]([c:6]1[cH:7][cH:8][cH:9][cH:10][cH:11]1)[O:12][C:13](=[O:14])[N:15]1[CH2:16][CH2:17][NH:18][CH2:19][CH2:20]1.[CH:21]([N:22]([CH:23]([CH3:24])[CH3:25])[CH2:26][CH3:27])([CH3:28])[CH3:29].[Cl:1][C:2]([Cl:3])=[O:4].[Cl:39][CH2:40][Cl:41]>>[C:2](=[O:4])([N:18]1[CH2:17][CH2:16][N:15]([C:13]([O:12][CH2:5][c:6]2[cH:7][cH:8][cH:9][cH:10][cH:11]2)=[O:14])[CH2:20][CH2:19]1)[N:37]([C:35]([O:34][C:30]([CH3:31])([CH3:32])[CH3:33])=[O:36])[NH2:38]. The product is NC1=CC=C(C=C1)CCN1C(N(C(C=2NC(=NC12)CC1=CC=CC=C1)=O)CCC)=O (3-[2-(4-aminophenyl)ethyl]-8-benzyl-1-propylxanthine). The reagents and catalysts are [Pd] (palladium). Procedure details: By methods well known in the art, 8-benzyl-3-[2-(4-nitrophenyl)ethyl]-1-propylxanthine (9) is reduced with hydrazine hydrate or hydrogen gas in the presence of a palladium catalyst to yield 3-[2-(4-aminophenyl)ethyl]-8-benzyl-1-propylxanthine. Reaction SMILES: [CH2:1]([C:8]1[NH:16][C:15]2[C:14](=[O:17])[N:13]([CH2:18][CH2:19][CH3:20])[C:12](=[O:21])[N:11]([CH2:22][CH2:23][C:24]3[CH:29]=[CH:28][C:27]([N+:30]([O-])=O)=[CH:26][CH:25]=3)[C:10]=2[N:9]=1)[C:2]1[CH:7]=[CH:6][CH:5]=[CH:4][CH:3]=1.O.NN.[H][H]>[Pd]>[NH2:30][C:27]1[CH:26]=[CH:25][C:24]([CH2:23][CH2:22][N:11]2[C:10]3[N:9]=[C:8]([CH2:1][C:2]4[CH:3]=[CH:4][CH:5]=[CH:6][CH:7]=4)[NH:16][C:15]=3[C:14](=[O:17])[N:13]([CH2:18][CH2:19][CH3:20])[C:12]2=[O:21])=[CH:29][CH:28]=1 |f:1.2|. Reactants: C(C1=CC=CC=C1)C1=NC=2N(C(N(C(C2N1)=O)CCC)=O)CCC1=CC=C(C=C1)[N+](=O)[O-] (8-Benzyl-3-[2-(4-nitrophenyl)ethyl]-1-propylxanthine), O.NN (hydrazine hydrate), [H][H] (hydrogen).